From a dataset of the Open Reaction Database (ORD), a public repository of structured organic reaction records. describe an organic reaction: reactants, conditions, products, and yield The reactants are C([O-])(O)=O.[Na+] (sodium bicarbonate), BrC1=CC=C(CNCC(=O)NC2CC2)C=C1 (2-(4-Bromobenzylamino)-N-cyclopropylacetamide), C(=O)(N1C=NC=C1)N1C=NC=C1 (carbonyldiimidazole). Reagents/catalysts: CN(C1=CC=NC=C1)C (4-dimethylaminopyridine). The solvent is C(C)#N (acetonitrile). Reaction conditions: temperature 60 celsius, time 8 hour. Yields the product BrC1=CC=C(CN2C(N(C(C2)=O)C2CC2)=O)C=C1 (1-(4-Bromobenzyl)-3-cyclopropylimidazolidine-2,4-dione). Isolated yield 94.9%. Reaction SMILES: [Br:1][C:2]1[CH:16]=[CH:15][C:5]([CH2:6][NH:7][CH2:8][C:9]([NH:11][CH:12]2[CH2:14][CH2:13]2)=[O:10])=[CH:4][CH:3]=1.[C:17](N1C=CN=C1)(N1C=CN=C1)=[O:18].C(=O)(O)[O-].[Na+]>C(#N)C.CN(C)C1C=CN=CC=1>[Br:1][C:2]1[CH:3]=[CH:4][C:5]([CH2:6][N:7]2[CH2:8][C:9](=[O:10])[N:11]([CH:12]3[CH2:13][CH2:14]3)[C:17]2=[O:18])=[CH:15][CH:16]=1 |f:2.3|. Reported procedure: To a solution of 2-(4-bromobenzylamino)-N-cyclopropylacetamide (7H4) (28.3 mmol, 8.0 g) in acetonitrile (200 ml) was added carbonyldiimidazole (56.5 mmol, 9.16 g) and 4-dimethylaminopyridine (56.5 mmol, 6.90 g). The reaction mixture was heated to 60° C. and stirred overnight before cooling to room temperature. Saturated sodium bicarbonate solution was added and the mixture extracted with EtOAc (×3). The combined organic layers were washed with brine, dried over MgSO4, filtered and concentrated a...